From a dataset of the Open Reaction Database (ORD), a public repository of structured organic reaction records. describe an organic reaction: reactants, conditions, products, and yield Starting materials: Cl.N1(N=CC=C1)C(=N)N (pyrazole-1-carboxamidine hydrochloride), ClC1=NC(=C2N=CN(C2=N1)[C@H]1[C@H](O)[C@H](O)[C@H](O1)C(=O)NCC)NCC(C1=CC=CC=C1)C1=CC=CC=C1 (1-[2-chloro6-[(2,2-diphenylethyl)amino]-9H-purin-9-yl]-1-deoxy-N-ethyl-β-D-ribofuranuronamide), NCCCN (1,3-diaminopropane), Cl.N1(N=CC=C1)C(=N)N (pyrazole-1-carboxamidine hydrochloride), N1C=NC=C1 (imidazole). The solvent is CO (methanol), CS(=O)C (dimethylsulphoxide). Reaction conditions: time 24 hour. The product is NN=CNCCCNC1=NC(=C2N=CN(C2=N1)[C@H]1[C@H](O)[C@H](O)[C@H](O1)C(=O)NCC)NCC(C1=CC=CC=C1)C1=CC=CC=C1 (1-Deoxy-1-[2-[[3-[(aminoiminomethyl)amino]propyl]amino]-6-[(2,2-diphenylethyl)amino]-9H-purin-9-yl]-N-ethyl-β-D-ribofuranuronamide). Isolated yield 56.6%. RXN SMILES: Cl[C:2]1[N:10]=[C:9]2[C:5]([N:6]=[CH:7][N:8]2[C@@H:11]2[O:17][C@H:16]([C:18]([NH:20][CH2:21][CH3:22])=[O:19])[C@@H:14]([OH:15])[C@H:12]2[OH:13])=[C:4]([NH:23][CH2:24][CH:25]([C:32]2[CH:37]=[CH:36][CH:35]=[CH:34][CH:33]=2)[C:26]2[CH:31]=[CH:30][CH:29]=[CH:28][CH:27]=2)[N:3]=1.[NH2:38][CH2:39][CH2:40][CH2:41][NH2:42].Cl.[N:44]1(C(N)=N)[CH:48]=CC=[N:45]1.N1C=CN=C1>CS(C)=O.CO>[NH2:45][N:44]=[CH:48][NH:38][CH2:39][CH2:40][CH2:41][NH:42][C:2]1[N:10]=[C:9]2[C:5]([N:6]=[CH:7][N:8]2[C@@H:11]2[O:17][C@H:16]([C:18]([NH:20][CH2:21][CH3:22])=[O:19])[C@@H:14]([OH:15])[C@H:12]2[OH:13])=[C:4]([NH:23][CH2:24][CH:25]([C:32]2[CH:37]=[CH:36][CH:35]=[CH:34][CH:33]=2)[C:26]2[CH:31]=[CH:30][CH:29]=[CH:28][CH:27]=2)[N:3]=1 |f:2.3|. Procedure details: A solution of 1-[2-chloro6-[(2,2-diphenylethyl)amino]-9H-purin-9-yl]-1-deoxy-N-ethyl-β-D-ribofuranuronamide (0.310, 0.592 mmol) in dimethylsulphoxide (2 ml) was heated with 1,3-diaminopropane (0.542 g, 7.31 mmol) at 120° for 24h. The cooled mixture was partitioned between ethyl acetate (50 ml) and water (50 ml) and the aqueous phase was separated and extracted with ethyl acetate (20 ml). The combined ethyl acetate solution was washed with water (20 ml), dried (MgSO4) and evaporated to leave a fr... The reactants are BrC1=CC=C(CC=2N(C=C(N2)C2=C(C=C(C=C2)Cl)Cl)C=2C=C(C=CC2)N2CC(NS2(=O)=O)=O)C=C1 (5-{3-[2-(4-Bromo-benzyl)-4-(2,4-dichloro-phenyl)-imidazol-1-yl]-phenyl}-1,2,5-thiadiazolidine-3-one-1,1-dioxide), CC(CCOC=1C=C(C=CC1)B(O)O)(C)C (3-(3,3-dimethyl-butoxy)phenylboronic acid). Product: ClC1=C(C=CC(=C1)Cl)C=1N=C(N(C1)C=1C=C(C=CC1)N1CC(NS1(=O)=O)=O)CC1=CC=C(C=C1)C1=CC(=CC=C1)OCCC(C)(C)C (5-(3-{4-(2,4-dichloro-phenyl)-2-[3′-(3,3-dimethyl-butoxy)-biphenyl-4-ylmethyl]-imidazol-1-yl}-phenyl)-1,2,5-thiadiazolidine-3-one-1,1-dioxide). Reaction SMILES: Br[C:2]1[CH:35]=[CH:34][C:5]([CH2:6][C:7]2[N:8]([C:20]3[CH:21]=[C:22]([N:26]4[S:30](=[O:32])(=[O:31])[NH:29][C:28](=[O:33])[CH2:27]4)[CH:23]=[CH:24][CH:25]=3)[CH:9]=[C:10]([C:12]3[CH:17]=[CH:16][C:15]([Cl:18])=[CH:14][C:13]=3[Cl:19])[N:11]=2)=[CH:4][CH:3]=1.[CH3:36][C:37]([CH3:51])([CH3:50])[CH2:38][CH2:39][O:40][C:41]1[CH:42]=[C:43](B(O)O)[CH:44]=[CH:45][CH:46]=1>>[Cl:19][C:13]1[CH:14]=[C:15]([Cl:18])[CH:16]=[CH:17][C:12]=1[C:10]1[N:11]=[C:7]([CH2:6][C:5]2[CH:34]=[CH:35][C:2]([C:45]3[CH:44]=[CH:43][CH:42]=[C:41]([O:40][CH2:39][CH2:38][C:37]([CH3:51])([CH3:50])[CH3:36])[CH:46]=3)=[CH:3][CH:4]=2)[N:8]([C:20]2[CH:21]=[C:22]([N:26]3[S:30](=[O:32])(=[O:31])[NH:29][C:28](=[O:33])[CH2:27]3)[CH:23]=[CH:24][CH:25]=2)[CH:9]=1. Procedure: 5-{3-[2-(4-Bromo-benzyl)-4-(2,4-dichloro-phenyl)-imidazol-1-yl]-phenyl}-1,2,5-thiadiazolidine-3-one-1,1-dioxide (59 mg, 0.1 mmol) was treated as described in general procedure G using 3-(3,3-dimethyl-butoxy)phenylboronic acid (45 mg, 0.2 mmol, prepared according to general procedure H) to give 5-(3-{4-(2,4-dichloro-phenyl)-2-[3′-(3,3-dimethyl-butoxy)-biphenyl-4-ylmethyl]-imidazol-1-yl}-phenyl)-1,2,5-thiadiazolidine-3-one-1,1-dioxide. Reactants: [H-].[Na+] (Sodium hydride), COC=1C(=C2C=CC(=C(C2=CC1)C(=O)NC(OCC)=O)OCC(F)(F)F)C(F)(F)F (N-[[6-methoxy-2-(2,2,2-trifluoroethoxy)-5-(trifluoromethyl)-1-naphthalenyl]carbonyl]carbamic acid, ethyl ester), BrCC(=O)OC(C)(C)C (t-butyl bromoacetate). The solvent is O1CCCC1 (tetrahydrofuran). Conditions: temperature 65 celsius, time 1 hour. Yields the product C(C)OC(=O)N(CC(=O)OC(C)(C)C)C(=O)C1=C(C=CC2=C(C(=CC=C12)OC)C(F)(F)F)OCC(F)(F)F (N-(Ethoxycarbonyl)-N-[[6-methoxy-2-(2,2,2-trifluoroethoxy)-5-(trifluoromethyl)-1-naphthalenyl]carbonyl]glycine, 1,1-Dimethylethyl Ester). Isolated yield 79.0%. RXN SMILES: [H-].[Na+].[CH3:3][O:4][C:5]1[C:6]([C:29]([F:32])([F:31])[F:30])=[C:7]2[C:12](=[CH:13][CH:14]=1)[C:11]([C:15]([NH:17][C:18](=[O:22])[O:19][CH2:20][CH3:21])=[O:16])=[C:10]([O:23][CH2:24][C:25]([F:28])([F:27])[F:26])[CH:9]=[CH:8]2.Br[CH2:34][C:35]([O:37][C:38]([CH3:41])([CH3:40])[CH3:39])=[O:36]>O1CCCC1>[CH2:20]([O:19][C:18]([N:17]([C:15]([C:11]1[C:12]2[C:7](=[C:6]([C:29]([F:31])([F:30])[F:32])[C:5]([O:4][CH3:3])=[CH:14][CH:13]=2)[CH:8]=[CH:9][C:10]=1[O:23][CH2:24][C:25]([F:26])([F:27])[F:28])=[O:16])[CH2:34][C:35]([O:37][C:38]([CH3:41])([CH3:40])[CH3:39])=[O:36])=[O:22])[CH3:21] |f:0.1|. Procedure details: Sodium hydride (80% by weight dispersion in mineral oil, 0.346 g, 1.1 eq) was added to a stirred solution of N-[[6-methoxy-2-(2,2,2-trifluoroethoxy)-5-(trifluoromethyl)-1-naphthalenyl]carbonyl]carbamic acid, ethyl ester (4.60 g, 10.5 mmol) in anhydrous tetrahydrofuran (125 mL) at room temperature under a dry nitrogen atmosphere. After 1 hour, the t-butyl bromoacetate (2.54 mL, 1.5 eq) was added. The reaction was heated to 65° C. for 1 hour, cooled to room temperature, and the THF was removed. Th...